This data is from the Open Reaction Database (ORD), a public repository of structured organic reaction records. The task is: describe an organic reaction: reactants, conditions, products, and yield Starting materials: NN1C(C2=CC=CC=C2C(=N1)C1=CC=C(C=C1)F)=O (2-amino-4-(4-fluorophenyl)phthalazin-1(2H)-one), FC=1C=C(C=C(C1)F)CC(=O)O (2-(3,5-difluorophenyl)acetic acid). Yields the product FC=1C=C(C=C(C1)F)CC(=O)NN1C(C2=CC=CC=C2C(=N1)C1=CC=C(C=C1)F)=O (2-(3,5-difluorophenyl)-N-[4-(4-fluorophenyl)-1-oxophthalazin-2(1H)-yl]acetamide). RXN SMILES: [NH2:1][N:2]1[N:11]=[C:10]([C:12]2[CH:17]=[CH:16][C:15]([F:18])=[CH:14][CH:13]=2)[C:9]2[C:4](=[CH:5][CH:6]=[CH:7][CH:8]=2)[C:3]1=[O:19].[F:20][C:21]1[CH:22]=[C:23]([CH2:28][C:29](O)=[O:30])[CH:24]=[C:25]([F:27])[CH:26]=1>>[F:20][C:21]1[CH:22]=[C:23]([CH2:28][C:29]([NH:1][N:2]2[N:11]=[C:10]([C:12]3[CH:17]=[CH:16][C:15]([F:18])=[CH:14][CH:13]=3)[C:9]3[C:4](=[CH:5][CH:6]=[CH:7][CH:8]=3)[C:3]2=[O:19])=[O:30])[CH:24]=[C:25]([F:27])[CH:26]=1. Procedure details: The product of Example 129A and 2-(3,5-difluorophenyl)acetic acid were treated using a method similar to that described in Example 17C to give the title compound. 1H NMR (400 MHz, DMSO-d6) δ ppm 11.77-11.79 (bs, 1H), 8.40-8.43 (m, 1H), 7.90-8.03 (m, 2H), 7.69-7.74 (m, 1H), 7.63-7.69 (m, 2H), 7.38-7.43 (m, 2H), 7.06-7.21 (m, 3H), 3.77-3.78 (bs, 2H); MS (APCI+) M/Z 410 (M+H)+.